From a dataset of the Open Reaction Database (ORD), a public repository of structured organic reaction records. describe an organic reaction: reactants, conditions, products, and yield Reactants: CC(C)(C)OC(=O)C(C)(C)Sc1nc(CCO)cs1, COC(=O)c1cc(I)ccc1O, CCOC(=O)[N+](=[N-])C(=O)OCC, C1CCOC1, c1ccc(P(c2ccccc2)c2ccccc2)cc1. The product is COC(=O)c1cc(I)ccc1OCCc1csc(SC(C)(C)C(=O)OC(C)(C)C)n1. Reaction SMILES: [C:1]([CH3:2])([CH3:3])([CH3:4])[O:5][C:6]([C:7]([CH3:8])([CH3:9])[S:10][c:11]1[s:12][cH:13][c:14]([CH2:16][CH2:17][OH:18])[n:15]1)=[O:19].[CH3:20][O:21][C:22]([c:23]1[c:24]([OH:25])[cH:26][cH:27][c:28]([I:30])[cH:29]1)=[O:31].[N+:51]([C:52]([O:53][CH2:54][CH3:55])=[O:56])([C:57]([O:58][CH2:59][CH3:60])=[O:61])=[N-:62].[O:63]1[CH2:64][CH2:65][CH2:66][CH2:67]1.[c:32]1([P:33]([c:34]2[cH:35][cH:36][cH:37][cH:38][cH:39]2)[c:40]2[cH:41][cH:42][cH:43][cH:44][cH:45]2)[cH:46][cH:47][cH:48][cH:49][cH:50]1>>[C:1]([CH3:2])([CH3:3])([CH3:4])[O:5][C:6]([C:7]([CH3:8])([CH3:9])[S:10][c:11]1[s:12][cH:13][c:14]([CH2:16][CH2:17][O:18][c:24]2[c:23]([C:22]([O:21][CH3:20])=[O:31])[cH:29][c:28]([I:30])[cH:27][cH:26]2)[n:15]1)=[O:19]. RXN SMILES: [Cl:1][C:2]1[CH:3]=[C:4]([C:12]2[O:16][N:15]=[C:14]([C:17]3[CH:18]=[CH:19][CH:20]=[C:21]4[C:25]=3[NH:24][CH:23]=[C:22]4[CH2:26][NH:27][CH2:28][C:29]([O:31]CC)=[O:30])[N:13]=2)[CH:5]=[CH:6][C:7]=1[O:8][CH:9]([CH3:11])[CH3:10].[OH-].[Na+]>O1CCCC1.CO.O>[Cl:1][C:2]1[CH:3]=[C:4]([C:12]2[O:16][N:15]=[C:14]([C:17]3[CH:18]=[CH:19][CH:20]=[C:21]4[C:25]=3[NH:24][CH:23]=[C:22]4[CH2:26][NH:27][CH2:28][C:29]([OH:31])=[O:30])[N:13]=2)[CH:5]=[CH:6][C:7]=1[O:8][CH:9]([CH3:10])[CH3:11] |f:1.2|. The solvent is O (water), O1CCCC1 (tetrahydrofuran), CO (methanol). The reactants are [OH-].[Na+] (sodium hydroxide), ClC=1C=C(C=CC1OC(C)C)C1=NC(=NO1)C=1C=CC=C2C(=CNC12)CNCC(=O)OCC (ethyl N-{[7-(5-{3-chloro-4-[(1-methylethyl)oxy]phenyl}-1,2,4-oxadiazol-3-yl)-1H-indol-3-yl]methyl}glycinate). Yield: 39.3%. Reported procedure: To a solution of ethyl N-{[7-(5-{3-chloro-4-[(1-methylethyl)oxy]phenyl}-1,2,4-oxadiazol-3-yl)-1H-indol-3-yl]methyl}glycinate (D73) (130 mg) in tetrahydrofuran (10 mL) and methanol (5 mL) stirred at 20° C. was added a solution of sodium hydroxide (28 mg) in water (5 mL) in one charge. The reaction mixture was stirred at 20° C. for 4 hours. The reaction mixture was concentrated to about 5 mL and then H2SO4 (0.1 M) solution was added dropwise until no further white precipitate was formed. The solid... Conditions: temperature 20 celsius, time 4 hour. Yields the product ClC=1C=C(C=CC1OC(C)C)C1=NC(=NO1)C=1C=CC=C2C(=CNC12)CNCC(=O)O (N-{[7-(5-{3-chloro-4-[(1-methylethyl)oxy]phenyl}-1,2,4-oxadiazol-3-yl)-1H-indol-3-yl]methyl}glycine). Reactants: C#CCC(c1ccc(Cl)cc1Cl)C(O)(C(=C)OCC)c1cccnc1, CO, Cl. Yields the product C#CCC(c1ccc(Cl)cc1Cl)C(O)(C(C)=O)c1cccnc1. RXN SMILES: [CH2:1]([CH3:2])[O:3][C:4](=[CH2:5])[C:6]([OH:7])([c:8]1[cH:9][n:10][cH:11][cH:12][cH:13]1)[CH:14]([c:15]1[c:16]([Cl:22])[cH:17][c:18]([Cl:21])[cH:19][cH:20]1)[CH2:23][C:24]#[CH:25].[CH3:27][OH:28].[ClH:26]>>[O:3]=[C:4]([CH3:5])[C:6]([OH:7])([c:8]1[cH:9][n:10][cH:11][cH:12][cH:13]1)[CH:14]([c:15]1[c:16]([Cl:22])[cH:17][c:18]([Cl:21])[cH:19][cH:20]1)[CH2:23][C:24]#[CH:25]. The product is C(C1=CC=CC=C1)OC1=C(C=CC(=C1)OC)CC(CO)O ((±)-3-[2-(benzyloxy)-4-methoxyphenyl]propane-1,2-diol). Reported procedure: To a suspension of AD-mix-α (156.55 g) in water:tert-butyl alcohol (1:1,800 mL) cooled to 0° C. was slowly added via an addition funnel a solution of 1-allyl-2-(benzyloxy)-4-methoxybenzene (28.44 g, 0.112 mol) in water:tert-butyl alcohol (1:1,200 mL) and the reaction mixture was allowed to stir at 0° C. for 12 h. The reaction mixture was quenched by the addition of sodium sulfite. The reaction mixture was diluted with water (500 mL) and ethyl acetate (500 mL). The aqueous phase was separated and... RXN SMILES: CC[C@H]1[C@H]2C[C@H]([C@H](OC3[C:34]4[C:29](=[CH:30][CH:31]=[CH:32][CH:33]=4)[C:28]([O:35][C@H:36]([C:47]4[CH:56]=[CH:55]N=C5[C:48]=4[CH:49]=[C:50]([O:57][CH3:58])[CH:51]=C5)[C@@H]4N5C[C@H](CC)[C@@H](CC5)C4)=NN=3)C3C=CN=C4C=3C=C(OC)C=C4)N(CC2)C1.[C:59]([OH:63])(C)(C)C.C(C1C=CC([O:73]C)=CC=1OCC1C=CC=CC=1)C=C>O>[CH2:28]([O:35][C:36]1[CH:51]=[C:50]([O:57][CH3:58])[CH:49]=[CH:48][C:47]=1[CH2:56][CH:55]([OH:73])[CH2:59][OH:63])[C:29]1[CH:30]=[CH:31][CH:32]=[CH:33][CH:34]=1. Run at temperature 0 celsius, time 12 hour. Isolated yield 95.0%. Reactants: C(C=C)C1=C(C=C(C=C1)OC)OCC1=CC=CC=C1 (1-allyl-2-(benzyloxy)-4-methoxybenzene), C(C)(C)(C)O (tert-butyl alcohol), CC[C@@H]1CN2CC[C@@H]1C[C@@H]2[C@@H](C3=C4C=C(C=CC4=NC=C3)OC)OC5=NN=C(C6=CC=CC=C65)O[C@@H]([C@H]7C[C@@H]8CCN7C[C@@H]8CC)C9=C1C=C(C=CC1=NC=C9)OC (AD-mix-α), C(C)(C)(C)O (tert-butyl alcohol). Run in O (water), O (water). Reactants: ClC1=CC=C2C(C(=CN(C2=C1)C1=CC=CC=C1)C(=O)O)=O (7-chloro-1,4-dihydro-4-oxo-1-phenyl3-quinolinecarboxylic acid), FC1=CC=C(C=C1)N1C=C(C(C2=CC=C(C=C12)C1=CC=NC=C1)=O)C(=O)N (1-(4-Fluorophenyl)-1,4-dihydro-4-oxo-7-(4-pyridinyl)3 -quinolinecarboxamide). Product: ClC1=CC=C2C(C(=CN(C2=C1)C1=CC=C(C=C1)F)C(=O)N)=O (1,4-Dihydro-7-chloro-1-(4-fluorophenyl)-4-oxo-3-quinolinecarboxamide). As a reaction SMILES: [Cl:1]C1C=C2C(C(=O)C(C(O)=O)=CN2C2C=CC=CC=2)=CC=1.[F:22][C:23]1[CH:28]=[CH:27][C:26]([N:29]2[C:38]3[C:33](=[CH:34][CH:35]=[C:36](C4C=CN=CC=4)[CH:37]=3)[C:32](=[O:45])[C:31]([C:46]([NH2:48])=[O:47])=[CH:30]2)=[CH:25][CH:24]=1>>[Cl:1][C:36]1[CH:37]=[C:38]2[C:33]([C:32](=[O:45])[C:31]([C:46]([NH2:48])=[O:47])=[CH:30][N:29]2[C:26]2[CH:27]=[CH:28][C:23]([F:22])=[CH:24][CH:25]=2)=[CH:34][CH:35]=1. Reported procedure: 7-Chloro-1,4-dihydro-4-oxo-1-phenyl-3-quinolinecarboxamide [IV; R=H, R1 =C6H5, R2 =H, R6 =H, X=Cl]was prepared from 3.60 g 7-chloro-1,4-dihydro-4-oxo-1-phenyl3-quinolinecarboxylic acid by the procedure of Example 1, part (h), and was obtained (3.00 g) in the form of a colorless solid, m.p. 297-299° C. when recrystallized from DMF.